describe an organic reaction: reactants, conditions, products, and yield From a dataset of the Open Reaction Database (ORD), a public repository of structured organic reaction records. Starting materials: C(C)OC(CCCOC1=C(C(=CC=C1)CCCCCCOC1=CC(=CC(=C1)CO)Br)CCC(=O)OCC)=O (4-[3-[6-(3-bromo-5-hydroxymethyl-phenoxy)-hexyl]-2-(2-ethoxycarbonyl-ethyl)-phenoxy]-butyric acid ethyl ester), [H-].[Na+] (sodium hydride), IC (iodomethane). Run in CN(C)C=O (DMF). Run at time 15 hour. The product is C(C)OC(CCCOC1=C(C(=CC=C1)CCCCCCOC1=CC(=CC(=C1)COC)Br)CCC(=O)OCC)=O (4-[3-[6-(3-bromo-5-methoxymethyl-phenoxy)-hexyl]-2-(2-ethoxycarbonyl-ethyl)-phenoxy]-butyric acid ethyl ester). The yield is 80.7%. RXN SMILES: [CH2:1]([O:3][C:4](=[O:38])[CH2:5][CH2:6][CH2:7][O:8][C:9]1[CH:14]=[CH:13][CH:12]=[C:11]([CH2:15][CH2:16][CH2:17][CH2:18][CH2:19][CH2:20][O:21][C:22]2[CH:27]=[C:26]([CH2:28][OH:29])[CH:25]=[C:24]([Br:30])[CH:23]=2)[C:10]=1[CH2:31][CH2:32][C:33]([O:35][CH2:36][CH3:37])=[O:34])[CH3:2].[H-].[Na+].I[CH3:42]>CN(C=O)C>[CH2:1]([O:3][C:4](=[O:38])[CH2:5][CH2:6][CH2:7][O:8][C:9]1[CH:14]=[CH:13][CH:12]=[C:11]([CH2:15][CH2:16][CH2:17][CH2:18][CH2:19][CH2:20][O:21][C:22]2[CH:27]=[C:26]([CH2:28][O:29][CH3:42])[CH:25]=[C:24]([Br:30])[CH:23]=2)[C:10]=1[CH2:31][CH2:32][C:33]([O:35][CH2:36][CH3:37])=[O:34])[CH3:2] |f:1.2|. Procedure: To a solution of 4-[3-[6-(3-bromo-5-hydroxymethyl-phenoxy)-hexyl]-2-(2-ethoxycarbonyl-ethyl)-phenoxy]-butyric acid ethyl ester (1.25 g, 2.1 mmol) in DMF (25 mL) were added sodium hydride (211 mg, 5.26 mmol) and iodomethane (747 mg, 5.26 mmol) at room temperature. The resulting suspension was stirred for 15 h and then the excess sodium hydride was quenched by slow addition of water (5 mL). The mixture was diluted with 1.0N hydrochloric acid (50 mL) and the organic compound was extracted into ethy... The reactants are C(C)(=O)O (Acetic acid), Br (hydrobromic acid), C(C)C1=C(C=CC(=C1)CC#N)C1=CC=C(C=C1)OC ((2-ethyl-4′-methoxy-1,1′-biphenyl-4-yl)acetonitrile), C(C)(=O)OCC (ethyl acetate). Reaction conditions: temperature 100 celsius, time 10 hour. Yields the product C(C)C1=C(C=CC(=C1)CC(=O)OC)C1=CC=C(C=C1)O (methyl (2-ethyl-4′-hydroxy-1,1′-biphenyl-4-yl)acetate). The yield is 85.0%. Reaction SMILES: C(O)(=O)C.Br.[CH2:6]([C:8]1[CH:13]=[C:12](CC#N)[CH:11]=[CH:10][C:9]=1[C:17]1[CH:22]=[CH:21][C:20]([O:23]C)=[CH:19][CH:18]=1)[CH3:7].[C:25]([O:28][CH2:29]C)(=[O:27])[CH3:26]>>[CH2:6]([C:8]1[CH:13]=[C:12]([CH2:26][C:25]([O:28][CH3:29])=[O:27])[CH:11]=[CH:10][C:9]=1[C:17]1[CH:18]=[CH:19][C:20]([OH:23])=[CH:21][CH:22]=1)[CH3:7]. Procedure: Acetic acid (55 ml) and hydrobromic acid (55 ml) were added to (2-ethyl-4′-methoxy-1,1′-biphenyl-4-yl)acetonitrile (5.5 g, 22 mmol) obtained in Example (26-3), and the mixture was stirred at 100° C. for 10 hours. After the reaction mixture was cooled to room temperature, ethyl acetate was added thereto and the mixture was successively washed with water and a saturated aqueous NaCl solution and dried with anhydrous sodium sulfate. After methanol (150 ml) was added to the residue obtained by remov... Starting materials: O=C(O)C(=O)O, CC(=O)Oc1ccc(C2CCCN(Cc3ccccc3)C2)cc1OC(C)=O, CCO, [H][H]. Yields the product O=C(O)C(=O)O, CC(=O)Oc1ccc(C2CCCNC2)cc1OC(C)=O. Reaction SMILES: [C:1]([C:2](=[O:3])[OH:4])(=[O:5])[OH:6].[CH2:7]([c:8]1[cH:9][cH:10][cH:11][cH:12][cH:13]1)[N:14]1[CH2:15][CH:16]([c:20]2[cH:21][c:22]([O:30][C:31]([CH3:32])=[O:33])[c:23]([O:26][C:27]([CH3:28])=[O:29])[cH:24][cH:25]2)[CH2:17][CH2:18][CH2:19]1.[CH3:34][CH2:35][OH:36].[H:37][H:38]>>[C:1]([C:2](=[O:3])[OH:4])(=[O:5])[OH:6].[NH:14]1[CH2:15][CH:16]([c:20]2[cH:21][c:22]([O:30][C:31]([CH3:32])=[O:33])[c:23]([O:26][C:27]([CH3:28])=[O:29])[cH:24][cH:25]2)[CH2:17][CH2:18][CH2:19]1. Reactants: C(C1=CC=CC=C1)(=O)OCC1OC1 (oxiran-2-ylmethyl benzoate), OC=1C=C(C=CC1O)C[C@@H](C(=O)O)NC(=O)OC(C)(C)C ((2S)-3-(3,4-dihydroxyphenyl)-2-[(tert-butoxy)carbonylamino]propanoic acid). The reagents and catalysts are [Br-].C(CCC)[N+](CCCC)(CCCC)CCCC (tetrabutylammonium bromide). The solvent is C1(=CC=CC=C1)C (toluene). The product is OC=1C=C(C=CC1O)C[C@@H](C(=O)OCC(COC(=O)C1=CC=CC=C1)O)NC(=O)OC(C)(C)C (2-Hydroxy-3-phenylcarbonyloxypropyl (2S)-3-(3,4-dihydroxyphenyl)-2-[(tert-butoxy)carbonylamino]propanoate). Yield: 25.7%. As a reaction SMILES: [C:1]([O:9][CH2:10][CH:11]1[CH2:13][O:12]1)(=[O:8])[C:2]1[CH:7]=[CH:6][CH:5]=[CH:4][CH:3]=1.[OH:14][C:15]1[CH:16]=[C:17]([CH2:22][C@H:23]([NH:27][C:28]([O:30][C:31]([CH3:34])([CH3:33])[CH3:32])=[O:29])[C:24]([OH:26])=[O:25])[CH:18]=[CH:19][C:20]=1[OH:21]>[Br-].C([N+](CCCC)(CCCC)CCCC)CCC.C1(C)C=CC=CC=1>[OH:14][C:15]1[CH:16]=[C:17]([CH2:22][C@H:23]([NH:27][C:28]([O:30][C:31]([CH3:34])([CH3:33])[CH3:32])=[O:29])[C:24]([O:26][CH2:13][CH:11]([OH:12])[CH2:10][O:9][C:1]([C:2]2[CH:7]=[CH:6][CH:5]=[CH:4][CH:3]=2)=[O:8])=[O:25])[CH:18]=[CH:19][C:20]=1[OH:21] |f:2.3|. Procedure details: A solution of oxiran-2-ylmethyl benzoate (3.0 g, 16.8 mmol), (2S)-3-(3,4-dihydroxyphenyl)-2-[(tert-butoxy)carbonylamino]propanoic acid (6.0 g, 20.2 mmol), and tetrabutylammonium bromide (542 mg, 1.7 mmol) in anhydrous toluene was heated to 90° C. for 18 hrs. The reaction mixture was concentrated to dryness under reduced pressure, diluted with ethyl acetate, and washed with water twice followed by the addition of a saturated NaHCO3 solution and brine. The organic layer was dried through MgSO4 and... Conditions: time 3 hour. Product: NC=1C=C(C2=C(NC(=N2)N(C)C)C1)C(=O)NC1=C(C(=CC=C1)Cl)C (6-Amino-N-(3-chloro-2-methylphenyl)-2-(dimethylamino)-1H-benzimidazole-4-carboxamide). Procedure details: To a suspension of N-(3-chloro-2-methylphenyl)-2-(dimethylamino)-6-nitro-1H-benzimidazole-4-carboxamide (580 mg) in MeOH-THF (1:1, 60 mL), was added 2N hydrogen chloride/EtOH (1 mL). To the mixture was added 1% platinum+0.1% copper-activated carbon (Degussa type CF105 R/W) (150 mg) and it was stirred vigorously under hydrogen atmosphere (0.2 MPa) for 3 hours. The reaction mixture was filtered off through celite, and the mother liquid was concentrated. To the residue was added saturated aqueous s... The solvent is CO.C1CCOC1 (MeOH THF). The reagents and catalysts are [Pt] (platinum). The reactants are ClC=1C(=C(C=CC1)NC(=O)C1=CC(=CC=2NC(=NC21)N(C)C)[N+](=O)[O-])C (N-(3-chloro-2-methylphenyl)-2-(dimethylamino)-6-nitro-1H-benzimidazole-4-carboxamide), Cl.CCO (hydrogen chloride EtOH). RXN SMILES: [Cl:1][C:2]1[C:3]([CH3:26])=[C:4]([NH:8][C:9]([C:11]2[C:19]3[N:18]=[C:17]([N:20]([CH3:22])[CH3:21])[NH:16][C:15]=3[CH:14]=[C:13]([N+:23]([O-])=O)[CH:12]=2)=[O:10])[CH:5]=[CH:6][CH:7]=1.Cl.CCO>CO.C1COCC1.[Pt]>[NH2:23][C:13]1[CH:12]=[C:11]([C:9]([NH:8][C:4]2[CH:5]=[CH:6][CH:7]=[C:2]([Cl:1])[C:3]=2[CH3:26])=[O:10])[C:19]2[N:18]=[C:17]([N:20]([CH3:21])[CH3:22])[NH:16][C:15]=2[CH:14]=1 |f:1.2,3.4|. Isolated yield 49.7%. Reactants: C(C)(C)(C)OC(=O)N1[C@@H](CN([C@H](C1)COC)CC(=O)N1CC(C=2C=NC(=CC21)Cl)(C)C)C ((2R,5R)-4-[2-(6-chloro-3,3-dimethyl-2,3-dihydro-pyrrolo[3,2-c]pyridin-1-yl)-2-oxo-ethyl]-5-methoxymethyl-2-methyl-piperazine-1-carboxylic acid tert-butyl ester), C(C)(C)(C)P(C1=C(C=CC=C1)C1=C(C=C(C=C1C(C)C)C(C)C)C(C)C)C(C)(C)C (2-di-tert-butylphosphino-2′,4′,6′-triisopropylbiphenyl), C1(=CC=CC=C1)O (phenol), [O-]P(=O)([O-])[O-].[K+].[K+].[K+] (K3PO4). Reagents/catalysts: CC(=O)[O-].CC(=O)[O-].[Pd+2] (Pd(OAc)2). Solvent: C1(=CC=CC=C1)C (toluene). Run at temperature 100 celsius. Yields the product C(C)(C)(C)OC(=O)N1[C@@H](CN([C@H](C1)COC)CC(=O)N1CC(C=2C=NC(=CC21)OC2=CC=CC=C2)(C)C)C ((2R,5R)-4-[2-(3,3-Dimethyl-6-phenoxy-2,3-dihydro-pyrrolo[3,2-c]pyridin-1-yl)-2-oxo-ethyl]-5-methoxymethyl-2-methyl-piperazine-1-carboxylic acid tert-butyl ester). The yield is 0.0%. Reaction SMILES: [C:1]([O:5][C:6]([N:8]1[CH2:13][C@H:12]([CH2:14][O:15][CH3:16])[N:11]([CH2:17][C:18]([N:20]2[C:28]3[CH:27]=[C:26](Cl)[N:25]=[CH:24][C:23]=3[C:22]([CH3:31])([CH3:30])[CH2:21]2)=[O:19])[CH2:10][C@H:9]1[CH3:32])=[O:7])([CH3:4])([CH3:3])[CH3:2].[C:33]1([OH:39])[CH:38]=[CH:37][CH:36]=[CH:35][CH:34]=1.[O-]P([O-])([O-])=O.[K+].[K+].[K+].C(P(C(C)(C)C)C1C=CC=CC=1C1C(C(C)C)=CC(C(C)C)=CC=1C(C)C)(C)(C)C>C1(C)C=CC=CC=1.CC([O-])=O.CC([O-])=O.[Pd+2]>[C:1]([O:5][C:6]([N:8]1[CH2:13][C@H:12]([CH2:14][O:15][CH3:16])[N:11]([CH2:17][C:18]([N:20]2[C:28]3[CH:27]=[C:26]([O:39][C:33]4[CH:38]=[CH:37][CH:36]=[CH:35][CH:34]=4)[N:25]=[CH:24][C:23]=3[C:22]([CH3:31])([CH3:30])[CH2:21]2)=[O:19])[CH2:10][C@H:9]1[CH3:32])=[O:7])([CH3:4])([CH3:3])[CH3:2] |f:2.3.4.5,8.9.10|. Procedure details: (2R,5R)-4-[2-(6-chloro-3,3-dimethyl-2,3-dihydro-pyrrolo[3,2-c]pyridin-1-yl)-2-oxo-ethyl]-5-methoxymethyl-2-methyl-piperazine-1-carboxylic acid tert-butyl ester (100 mg, 0.21 mol), phenol (24 mg, 0.206 mol), K3PO4 (96 mg, 0.43 mmol), 2-di-tert-butylphosphino-2′,4′,6′-triisopropylbiphenyl (3 mg, 0.01 mmol), Pd(OAc)2 were combined and slurried in toluene (0.714 mL). The reaction was degassed with nitrogen and heated to 100° C. After 18 h the reaction was cooled to RT. MeOH was added and the solutio...